Dataset: the Open Reaction Database (ORD), a public repository of structured organic reaction records. Task: describe an organic reaction: reactants, conditions, products, and yield Reaction SMILES: [BH3:32].[CH3:1][O:2][c:3]1[cH:4][cH:5][c:6]([C:9]2=[CH:14][CH2:13][N:12]([S:15](=[O:16])(=[O:17])[c:18]3[cH:19][cH:20][c:21]([CH3:24])[cH:22][cH:23]3)[CH:11]([CH2:25][OH:26])[CH2:10]2)[cH:7][cH:8]1.[O:27]1[CH2:28][CH2:29][CH2:30][CH2:31]1.[O:33]1[CH2:34][CH2:35][CH2:36][CH2:37]1>>[CH3:1][O:2][c:3]1[cH:4][cH:5][c:6]([CH:9]2[CH2:10][CH:11]([CH2:25][OH:26])[N:12]([S:15](=[O:16])(=[O:17])[c:18]3[cH:19][cH:20][c:21]([CH3:24])[cH:22][cH:23]3)[CH2:13][CH:14]2[OH:27])[cH:7][cH:8]1. Reactants: B, COc1ccc(C2=CCN(S(=O)(=O)c3ccc(C)cc3)C(CO)C2)cc1, C1CCOC1, C1CCOC1. The product is COc1ccc(C2CC(CO)N(S(=O)(=O)c3ccc(C)cc3)CC2O)cc1. Reactants: C(C1=CC=CC=C1)OC[C@H]1COCC=2N1C1=C(C(=NC3=CC=CC=C13)N)N2 ((11S)-11-[(benzyloxy)methyl]-10,11-dihydro-8H-[1,4]oxazino[4′,3′:1,2]imidazo[4,5-c]quinolin-6-amine), CO (methanol), C(C)(=O)Cl (acetyl chloride). The reagents and catalysts are [Pd] (Palladium on carbon). Solvent: C(Cl)(Cl)Cl (CHCl3). Conditions: time 4 day. Yields the product NC1=NC2=CC=CC=C2C2=C1N=C1N2[C@H](COC1)CO ([(11S)-6-amino-10,11-dihydro-8H-[1,4]oxazino[4′,3′:1,2]imidazo[4,5-c]quinolin-11-yl]methanol). The yield is 49.3%. Reaction SMILES: C([O:8][CH2:9][C@@H:10]1[N:15]2[C:16]3[C:25]4[C:20](=[CH:21][CH:22]=[CH:23][CH:24]=4)[N:19]=[C:18]([NH2:26])[C:17]=3[N:27]=[C:14]2[CH2:13][O:12][CH2:11]1)C1C=CC=CC=1.CO.C(Cl)(=O)C>[Pd].C(Cl)(Cl)Cl>[NH2:26][C:18]1[C:17]2[N:27]=[C:14]3[CH2:13][O:12][CH2:11][C@H:10]([CH2:9][OH:8])[N:15]3[C:16]=2[C:25]2[C:20](=[CH:21][CH:22]=[CH:23][CH:24]=2)[N:19]=1. Procedure: (11S)-11-[(benzyloxy)methyl]-10,11-dihydro-8H-[1,4]oxazino[4′,3′:1,2]imidazo[4,5-c]quinolin-6-amine (4.5 g, 12 mmol) was added to a mixture of methanol (177 mL) and acetyl chloride (1.3 mL, 19 mmol) in a pressure bottle. Palladium on carbon (10%, 900 mg) was then added and the reaction mixture was shaken under H2 at 48 PSI (3.3×105 Pa). After 4 days, the reaction mixture was filtered through a pad of CELITE filter agent. The pad was rinsed with methanol and the combined filtrates were treated wi...